Dataset: the Open Reaction Database (ORD), a public repository of structured organic reaction records. Task: describe an organic reaction: reactants, conditions, products, and yield Reactants: NC=1C=CC=C2C=CC=NC12 (8-aminoquinoline), N1=CC=CC=C1 (pyridine), FC=1C=CC(=C(C1)S(=O)(=O)Cl)[N+](=O)[O-] (5-fluoro-2-nitro-benzenesulfonyl chloride), FC=1C=CC(=C(C1)S(=O)(=O)Cl)[N+](=O)[O-] (5-fluoro-2-nitro-benzenesulfonyl chloride). Reagents/catalysts: CN(C)C=1C=CN=CC1 (DMAP). The solvent is C(Cl)Cl (DCM). Product: FC=1C=CC(=C(C1)S(=O)(=O)NC=1C=CC=C2C=CC=NC12)[N+](=O)[O-] (5-Fluoro-2-nitro-N-quinolin-8-yl-benzenesulfonamide). Isolated yield 24.6%. RXN SMILES: [NH2:1][C:2]1[CH:3]=[CH:4][CH:5]=[C:6]2[C:11]=1[N:10]=[CH:9][CH:8]=[CH:7]2.[F:12][C:13]1[CH:14]=[CH:15][C:16]([N+:23]([O-:25])=[O:24])=[C:17]([S:19](Cl)(=[O:21])=[O:20])[CH:18]=1.N1C=CC=CC=1>CN(C1C=CN=CC=1)C.C(Cl)Cl>[F:12][C:13]1[CH:14]=[CH:15][C:16]([N+:23]([O-:25])=[O:24])=[C:17]([S:19]([NH:1][C:2]2[CH:3]=[CH:4][CH:5]=[C:6]3[C:11]=2[N:10]=[CH:9][CH:8]=[CH:7]3)(=[O:20])=[O:21])[CH:18]=1. Reported procedure: In a similar fashion using route 18 general procedure 27, 8-aminoquinoline (1.6 g, 11.1 mmol), 5-fluoro-2-nitro-benzenesulfonyl chloride (Intermediate 450) (3.4 g, 14.4 mmol), pyridine (4.48 ml, 55.5 mmol), DMAP (cat.) and DCM (6 ml) gave the title compound (0.95 g, 25%) after purification by column chromatography with n-hexane/DCM (50:50) as the eluent. The structure was confirmed by 1H NMR. Reactants: CSC1=C(C=C(C=C1)C(C(=O)O)C[C@@H]1OCCC1)C(F)(F)F (2-(4-methylsulfanyl-3-trifluoromethyl-phenyl)-3-(tetrahydro-furan-2(R)-yl)-propionic acid), C(C(=O)Cl)(=O)Cl (oxalyl chloride), NC1=NC=CN=C1 (2-aminopyrazine), N1=CC=CC=C1 (pyridine). The reagents and catalysts are CN(C=O)C (N,N-dimethylformamide). Solvent: C(Cl)Cl (methylene chloride), C(Cl)Cl (methylene chloride), O1CCCC1 (tetrahydrofuran), O (water). Conditions: temperature 0 celsius, time 30 minute. Product: hexanes ethyl acetate, CSC1=C(C=C(C=C1)C(C(=O)NC1=NC=CN=C1)C[C@@H]1OCCC1)C(F)(F)F (2-(4-methylsulfanyl-3-trifluoromethyl-phenyl)-N-pyrazin-2-yl-3-(tetrahydro-furan-2(R)-yl)-propionamide). Yield: 62.0%. As a reaction SMILES: [CH3:1][S:2][C:3]1[CH:8]=[CH:7][C:6]([CH:9]([CH2:13][C@H:14]2[CH2:18][CH2:17][CH2:16][O:15]2)[C:10]([OH:12])=O)=[CH:5][C:4]=1[C:19]([F:22])([F:21])[F:20].C(Cl)(=O)C(Cl)=O.[NH2:29][C:30]1[CH:35]=[N:34][CH:33]=[CH:32][N:31]=1.N1C=CC=CC=1>C(Cl)Cl.CN(C)C=O.O1CCCC1.O>[CH3:1][S:2][C:3]1[CH:8]=[CH:7][C:6]([CH:9]([CH2:13][C@H:14]2[CH2:18][CH2:17][CH2:16][O:15]2)[C:10]([NH:29][C:30]2[CH:35]=[N:34][CH:33]=[CH:32][N:31]=2)=[O:12])=[CH:5][C:4]=1[C:19]([F:22])([F:21])[F:20]. Reported procedure: A solution of 2-(4-methylsulfanyl-3-trifluoromethyl-phenyl)-3-(tetrahydro-furan-2(R)-yl)-propionic acid (67 mg, 0.20 mmol) in methylene chloride (5 mL) was treated with N,N-dimethylformamide (3 drops) and then cooled to 0° C. The reaction mixture was then treated with a 2.OM solution of oxalyl chloride in methylene chloride (0.11 mL, 0.22 mmol). The reaction mixture was stirred at 0° C. for 30 min, allowed to warm to 25° C., and then was concentrated in vacuo to remove solvents and excess oxalyl...